This data is from the Open Reaction Database (ORD), a public repository of structured organic reaction records. The task is: describe an organic reaction: reactants, conditions, products, and yield Starting materials: C[S-].[Na+] (Sodium thiomethoxide), Cl.FC=1C=CC(=C(C1)CC(O)(C1=CC=CC=C1)C1CNCCO1)OC (2-(5-Fluoro-2-methoxy-phenyl)-1-morpholin-2-yl-1-phenyl-ethanol hydrochloride), CO (methanol). Run in CN(C)C=O (DMF). Reaction conditions: time 5 minute. The product is Cl.FC1=CC(=C(C=C1)O)CC(C)(C1=CC=CC=C1)C1CNCCO1 (4-Fluoro-2-(2-morpholin-2-yl-2-phenylpropyl)phenol hydrochloride). Yield: 69.7%. Reaction SMILES: [CH3:1][S-].[Na+].[ClH:4].[F:5][C:6]1[CH:7]=[CH:8][C:9]([O:27]C)=[C:10]([CH2:12][C:13]([CH:21]2[O:26][CH2:25][CH2:24][NH:23][CH2:22]2)([C:15]2[CH:20]=[CH:19][CH:18]=[CH:17][CH:16]=2)O)[CH:11]=1.CO>CN(C=O)C>[ClH:4].[F:5][C:6]1[CH:7]=[CH:8][C:9]([OH:27])=[C:10]([CH2:12][C:13]([CH:21]2[O:26][CH2:25][CH2:24][NH:23][CH2:22]2)([C:15]2[CH:16]=[CH:17][CH:18]=[CH:19][CH:20]=2)[CH3:1])[CH:11]=1 |f:0.1,2.3,6.7|. Reported procedure: Sodium thiomethoxide (13 eq, 186 mg) was added at once to a solution of 2-{2-[5-fluoro-2-(methyloxy)phenyl]-1-methyl-1-phenylethyl}morpholine hydrochloride (75.2 mg, 0.204 mmol, synthesized as described in Example 8 above) in anydrous DMF (3 ml) in a microwave vessel. Upon addition, the reaction vessel was sealed and heated up in a CEM-Discovery microwave at 150 Watts, reaching 110° C. in 5 minutes and maintaining this temperature 6 minutes. The reaction vessel was cooled to room temperature and... The reactants are Cl.C1(=C(C=CC=C1)NN)C (tolyl hydrazine hydrochloride), CC(C(CC#N)=O)(C)C (4,4-dimethyl-3-oxo-pentanenitrile), C1(=CC=CC=C1)C (toluene). Yields the product NC=1C(=C(C=C(C1)C(C)(C)C)C)N1N=CC=C1 (3-amino-5-tert-butyl-2-tolyl-2H-pyrazole). Isolated yield 92.0%. As a reaction SMILES: Cl.[C:2]1([CH3:10])[CH:7]=CC=C[C:3]=1[NH:8][NH2:9].[CH3:11][C:12]([CH3:19])([CH3:18])[C:13](=O)[CH2:14][C:15]#[N:16].[C:20]1(C)[CH:25]=CC=C[CH:21]=1>>[NH2:16][C:15]1[C:3]([N:8]2[CH:25]=[CH:20][CH:21]=[N:9]2)=[C:2]([CH3:10])[CH:7]=[C:13]([C:12]([CH3:19])([CH3:18])[CH3:11])[CH:14]=1 |f:0.1|. Reported procedure: A solution of tolyl hydrazine hydrochloride (8.0 g, 50 mmol) and 4,4-dimethyl-3-oxo-pentanenitrile (6.3 g, 50 mmol) in toluene (30 mL) was heated to reflux overnight. Removal of the volatiles in vacuo provided a residue, which was purified by silica gel chromatography using 30% ethyl acetate in hexanes as the eluent. Concentration in vacuo provided 3-amino-5-tert-butyl-2-tolyl-2H-pyrazole as a brown solid (10.5 g, 92%). LC-MS analysis of the compound indicates the desired product is present with... Reactants: Cl (HCl), [H-].[Na+] (Sodium hydride), BrCCC=1N=C(SC1)NS(=O)(=O)C1=C(C(=CC=C1)Cl)C (N-[4-(2-bromoethyl)-1,3-thiazol-2-yl]-3-chloro-2-methylbenzenesulfonamide), OC=1C=NC=CC1 (3-hydroxypyridine). Solvent: O1CCCC1 (tetrahydrofuran). The product is ClC=1C(=C(C=CC1)S(=O)(=O)NC=1SC=C(N1)C=C)C (3-Chloro-2-methyl-N-(4-vinyl-1,3-thiazol-2-yl)benzenesulfonamide). Reaction SMILES: [H-].[Na+].Br[CH2:4][CH2:5][C:6]1[N:7]=[C:8]([NH:11][S:12]([C:15]2[CH:20]=[CH:19][CH:18]=[C:17]([Cl:21])[C:16]=2[CH3:22])(=[O:14])=[O:13])[S:9][CH:10]=1.OC1C=NC=CC=1.Cl>O1CCCC1>[Cl:21][C:17]1[C:16]([CH3:22])=[C:15]([S:12]([NH:11][C:8]2[S:9][CH:10]=[C:6]([CH:5]=[CH2:4])[N:7]=2)(=[O:14])=[O:13])[CH:20]=[CH:19][CH:18]=1 |f:0.1|. Procedure: Sodium hydride (95% dry, 32 mg, 1.27 mmol) was added to a stirred solution of the product from Step 3 (240 mg, 0.61 mmol) and 3-hydroxypyridine (63 mg, 0.67 mmol) in tetrahydrofuran (10 mL) at 0° C. After 2 h at reflux temperature the reaction was neutralized by adding 2 M HCl and the product mixture was extracted with dichloromethane. The organic phase was dried (Na2SO4) and the solvent was evaporated. The crude material was purified by flash chromatography on silica gel gradient eluting with 2... Reactants: Cc1c(Cl)cccc1Cn1c(C(C)Br)nc(=O)c2sc(N3CCOCC3)nc21, CN(C)C=O, [N-]=[N+]=[N-], [Na+], O. Yields the product Cc1c(Cl)cccc1Cn1c(C(C)N=[N+]=[N-])nc(=O)c2sc(N3CCOCC3)nc21. RXN SMILES: [Br:5][CH:6]([CH3:7])[c:8]1[n:9][c:10](=[O:32])[c:11]2[c:12]([n:13]1[CH2:14][c:15]1[c:16]([CH3:22])[c:17]([Cl:21])[cH:18][cH:19][cH:20]1)[n:23][c:24]([N:26]1[CH2:27][CH2:28][O:29][CH2:30][CH2:31]1)[s:25]2.[CH3:33][N:34]([CH3:35])[CH:36]=[O:37].[N-:2]=[N+:3]=[N-:4].[Na+:1].[OH2:38]>>[N:2](=[N+:3]=[N-:4])[CH:6]([CH3:7])[c:8]1[n:9][c:10](=[O:32])[c:11]2[c:12]([n:13]1[CH2:14][c:15]1[c:16]([CH3:22])[c:17]([Cl:21])[cH:18][cH:19][cH:20]1)[n:23][c:24]([N:26]1[CH2:27][CH2:28][O:29][CH2:30][CH2:31]1)[s:25]2. Starting materials: CC[O-], CCO, Cl, N=C(N)Nc1nc(CCl)cs1, [Na+], Cc1ccc(Cc2cnc(NCCS)[nH]c2=O)cn1. The product is Cc1ccc(Cc2cnc(NCCSCc3csc(NC(=N)N)n3)[nH]c2=O)cn1. As a reaction SMILES: [CH3:33][CH2:34][O-:35].[CH3:36][CH2:37][OH:38].[ClH:1].[NH:2]([C:3](=[NH:4])[NH2:5])[c:6]1[s:7][cH:8][c:9]([CH2:11][Cl:12])[n:10]1.[Na+:32].[SH:13][CH2:14][CH2:15][NH:16][c:17]1[n:18][cH:19][c:20]([CH2:24][c:25]2[cH:26][n:27][c:28]([CH3:31])[cH:29][cH:30]2)[c:21](=[O:23])[nH:22]1>>[NH:2]([C:3](=[NH:4])[NH2:5])[c:6]1[s:7][cH:8][c:9]([CH2:11][S:13][CH2:14][CH2:15][NH:16][c:17]2[n:18][cH:19][c:20]([CH2:24][c:25]3[cH:26][n:27][c:28]([CH3:31])[cH:29][cH:30]3)[c:21](=[O:23])[nH:22]2)[n:10]1. Reactants: O=C1CCC(=O)N1Br, O=C(OOC(=O)c1ccccc1)c1ccccc1, ClC(Cl)(Cl)Cl, Cc1ccc2nc(-c3ccccc3)ccc2c1. Product: BrCc1ccc2nc(-c3ccccc3)ccc2c1. RXN SMILES: [Br:18][N:19]1[C:20](=[O:21])[CH2:22][CH2:23][C:24]1=[O:25].[C:26]([O:27][O:28][C:29](=[O:30])[c:31]1[cH:32][cH:33][cH:34][cH:35][cH:36]1)(=[O:37])[c:38]1[cH:39][cH:40][cH:41][cH:42][cH:43]1.[C:44]([Cl:45])([Cl:46])([Cl:47])[Cl:48].[c:1]1(-[c:7]2[n:8][c:9]3[cH:10][cH:11][c:12]([CH3:17])[cH:13][c:14]3[cH:15][cH:16]2)[cH:2][cH:3][cH:4][cH:5][cH:6]1>>[c:1]1(-[c:7]2[n:8][c:9]3[cH:10][cH:11][c:12]([CH2:17][Br:18])[cH:13][c:14]3[cH:15][cH:16]2)[cH:2][cH:3][cH:4][cH:5][cH:6]1. The reactants are CNO, COc1ccc(C=O)c(OC)c1OC, CCO, Cl, [Na+], [OH-], O. Yields the product COc1ccc(C=[N+](C)[O-])c(OC)c1OC. As a reaction SMILES: [CH3:16][NH:17][OH:18].[CH3:1][O:2][c:3]1[c:4]([CH:5]=[O:6])[cH:7][cH:8][c:9]([O:13][CH3:14])[c:10]1[O:11][CH3:12].[CH3:21][CH2:22][OH:23].[ClH:15].[Na+:20].[OH-:19].[OH2:24]>>[CH3:1][O:2][c:3]1[c:4]([CH:5]=[N+:17]([CH3:16])[O-:18])[cH:7][cH:8][c:9]([O:13][CH3:14])[c:10]1[O:11][CH3:12]. Starting materials: S1CNC2=C1C=CC=C2 (2,3-dihydro-1,3-benzothiazole), NC1=C(C=CC=C1)S (2-aminobenzenethiol), C=O (formalin), C(#N)C=1C=C(C(=O)Cl)C=CC1OC (3-cyano-4-methoxybenzoyl chloride). The solvent is C(Cl)(Cl)Cl (chloroform), C(C)N(CC)CC (triethylamine). Run at time 2 hour. Product: C(#N)C=1C=C(C(=O)N2CSC3=C2C=CC=C3)C=CC1OC (3-(3-cyano-4-methoxybenzoyl)-2,3-dihydro-1,3-benzothiazole). As a reaction SMILES: [S:1]1[C:5]2[CH:6]=[CH:7][CH:8]=[CH:9][C:4]=2[NH:3][CH2:2]1.NC1C=CC=CC=1S.C=O.[C:20]([C:22]1[CH:23]=[C:24]([CH:28]=[CH:29][C:30]=1[O:31][CH3:32])[C:25](Cl)=[O:26])#[N:21]>C(Cl)(Cl)Cl.C(N(CC)CC)C>[C:20]([C:22]1[CH:23]=[C:24]([CH:28]=[CH:29][C:30]=1[O:31][CH3:32])[C:25]([N:3]1[C:4]2[CH:9]=[CH:8][CH:7]=[CH:6][C:5]=2[S:1][CH2:2]1)=[O:26])#[N:21]. Reported procedure: 2,3-dihydro-1,3-benzothiazole synthesized from 2-aminobenzenethiol (1.89 g) and 37% formalin (1.25 mL) in the same manner as in Example 1 was dissolved in chloroform (20 mL), and triethylamine (2.08 mL) and 3-cyano-4-methoxybenzoyl chloride were added to the solution, and then the mixture was stirred at room temperature for 2 hours. The organic solvent was distilled off under reduced pressure and extracted with ethyl acetate. The organic layer was washed with 1N hydrochloric acid, 1N sodium hydr... The reactants are Cn1nccc1CNC(=O)c1ccc(C(=O)NN)s1, CN(C)C=O, CC(=O)c1csc(-c2ccc(Cl)c(Cl)c2)c1O, O. Product: CC(=NNC(=O)c1ccc(C(=O)NCc2ccnn2C)s1)c1csc(-c2ccc(Cl)c(Cl)c2)c1O. Reaction SMILES: [CH3:18][n:19]1[n:20][cH:21][cH:22][c:23]1[CH2:24][NH:25][C:26](=[O:27])[c:28]1[s:29][c:30]([C:33](=[O:34])[NH:35][NH2:36])[cH:31][cH:32]1.[CH3:38][N:39]([CH3:40])[CH:41]=[O:42].[Cl:1][c:2]1[cH:3][c:4](-[c:9]2[s:10][cH:11][c:12]([C:15](=[O:16])[CH3:17])[c:13]2[OH:14])[cH:5][cH:6][c:7]1[Cl:8].[OH2:37]>>[Cl:1][c:2]1[cH:3][c:4](-[c:9]2[s:10][cH:11][c:12]([C:15]([CH3:17])=[N:36][NH:35][C:33]([c:30]3[s:29][c:28]([C:26]([NH:25][CH2:24][c:23]4[n:19]([CH3:18])[n:20][cH:21][cH:22]4)=[O:27])[cH:32][cH:31]3)=[O:34])[c:13]2[OH:14])[cH:5][cH:6][c:7]1[Cl:8].